Dataset: the Open Reaction Database (ORD), a public repository of structured organic reaction records. Task: describe an organic reaction: reactants, conditions, products, and yield Starting materials: COC1=CC=C(C=C1)CCC(=O)OCC (ethyl 3-(4-methoxyphenyl)propionate), C(CCC)[Li] (n-butyl lithium), Cl (hydrochloric acid), C(C)(C)NC(C)C (diisopropylamine), C(C1=CC=CC=C1)Br (benzyl bromide). The solvent is O1CCCC1 (tetrahydrofuran), CCCCCC (n-hexane), O (water), O1CCCC1 (tetrahydrofuran), O1CCCC1 (tetrahydrofuran), CN(P(N(C)C)(N(C)C)=O)C (hexamethylphosphoric triamide). Run at time 15 minute. Yields the product C(C1=CC=CC=C1)C(C(=O)OCC)CC1=CC=C(C=C1)OC (ethyl 2-benzyl-3-(4-methoxyphenyl)propionate). RXN SMILES: C(NC(C)C)(C)C.C([Li])CCC.[CH3:13][O:14][C:15]1[CH:20]=[CH:19][C:18]([CH2:21][CH2:22][C:23]([O:25][CH2:26][CH3:27])=[O:24])=[CH:17][CH:16]=1.[CH2:28](Br)[C:29]1[CH:34]=[CH:33][CH:32]=[CH:31][CH:30]=1.Cl>O1CCCC1.O.CN(C)P(=O)(N(C)C)N(C)C.CCCCCC>[CH2:28]([CH:22]([CH2:21][C:18]1[CH:17]=[CH:16][C:15]([O:14][CH3:13])=[CH:20][CH:19]=1)[C:23]([O:25][CH2:26][CH3:27])=[O:24])[C:29]1[CH:34]=[CH:33][CH:32]=[CH:31][CH:30]=1. Procedure: 9.11 g of diisopropylamine are dissolved in 120 ml of dry tetrahydrofuran, and 54 ml of n-hexane containing n-butyl lithium (10 w/v %) are added dropwise thereto for 15 minutes at -10°-0° C. After the mixture is stirred for 10 minutes, 60 ml of tetrahydrofuran containing 12.5 g of ethyl 3-(4-methoxyphenyl)propionate are added dropwise thereto for 45 minutes at the same temperature. The mixture is stirred for 20 minutes, and 50 ml of tetrahydrofuran containing 16.4 g of benzyl bromide and 9.24 g ... Starting materials: crude intermediate, C(C)C=1C(=NC(=C(N1)I)CC)NC(CC)CC (3,6-diethyl-N-(1-ethylpropyl)-5-iodopyrazin-2-amine), [PdCl2(dppf)][CH2Cl2], P(=O)([O-])([O-])[O-].[K+].[K+].[K+] (potassium phosphate), COCCOC (ethylene glycol dimethyl ether), crude product, C(C)(=O)OCC (ethyl acetate). Yields the product C(C)C=1C(=NC(=C(N1)NC(CC)CC)CC)C=1C=C2CCC(C2=CC1OC)=O (5-{3,6-diethyl-5-[(1-ethylpropyl)amino]pyrazin-2-yl}-6-methoxyindan-1-one). Yield: 15.0%. Reaction SMILES: [CH2:1]([C:3]1[C:4]([NH:12][CH:13]([CH2:16][CH3:17])[CH2:14][CH3:15])=[N:5][C:6]([CH2:10][CH3:11])=[C:7](I)[N:8]=1)[CH3:2].P([O-])([O-])([O-])=O.[K+].[K+].[K+].CO[CH2:28][CH2:29][O:30][CH3:31].C([O:35][CH2:36][CH3:37])(=O)C>>[CH2:10]([C:6]1[C:7]([C:15]2[CH:14]=[C:13]3[C:37](=[CH:28][C:29]=2[O:30][CH3:31])[C:36](=[O:35])[CH2:17][CH2:16]3)=[N:8][C:3]([CH2:1][CH3:2])=[C:4]([NH:12][CH:13]([CH2:16][CH3:17])[CH2:14][CH3:15])[N:5]=1)[CH3:11] |f:1.2.3.4|. Procedure details: A round bottom flask was charged with [PdCl2(dppf)][CH2Cl2] (0.0327 g, 0.044 mmol), potassium acetate (0.4397 g, 4.48 mmol) and bis(pinacolato)diboron (0.416 g, 1.64 mmol) under N2. Anhydrous DMSO (10 mL) and 5-bromo-6-methoxyindan-1-one (0.360 g, 1.49 mmol) were added. After stirring the mixture at 80° C. for 5 hrs, the reaction was cooled to 0° C. The brown solution was partitioned between ethyl acetate and H2O and separated. The organic layer was washed with water (2×5 mL), dried with MgSO4, ... Starting materials: C1(CCCO1)=O (gamma-butyrolactone), C1(=CC=CC=C1)OC (anisole). The product is C1C2CC3C4C1C5CC(C4)CC3C5C2 (diamantane). RXN SMILES: [C:1]1(=O)O[CH2:4][CH2:3][CH2:2]1.[C:7]1(OC)[CH:12]=[CH:11][CH:10]=[CH:9][CH:8]=1>>[CH2:4]1[CH:8]2[CH:7]3[CH:3]4[CH2:4][CH:3]1[CH2:2][CH:1]1[CH:2]4[CH2:1][CH:11]([CH2:10][CH:9]12)[CH2:12]3. Procedure: 1.0 g of the polymer (A-12) produced in Production Example 1 was dissolved under heat in a mixed solvent of 5.0 ml of gamma-butyrolactone and 5.0 ml of anisole to prepare a coating solution. The ratio of all carbon atoms of the cage structure (diamantane) to all carbon atoms of the total solid content of the insulating film-forming coating solution was about 36%. The solution was filtered through a 0.1-micron tetrafluoroethylene filter, and then applied onto a silicon wafer in a mode of spin coa... Starting materials: CC(=O)O[C@@H]1C[C@]2([C@@H](CC[C@@H]2O)C3=C1[C@@]4(C=5C(=COC5C3=O)C(=O)O[C@@H]4COC)C)C (17-hydroxywortmannin), NC1=CC=CC=C1 (aniline). Solvent: C(Cl)Cl (CH2Cl2). The product is C(C)(=O)O[C@@H]1C[C@@]2([C@H](CC[C@H]2C=2C(C(=C3\C(\C(O[C@@H]([C@@]3(C21)C)COC)=O)=C/NC2=CC=CC=C2)O)=O)O)C ((1E,4S,4aR,5R,6aS,7S,9aR)-1-(anilinomethylene)-7,11-dihydroxy-4-(methoxymethyl)-4a,6a-dimethyl-2,10-dioxo-1,2,4,4a,5,6,6a,7,8,9,9a,10-dodecahydroindeno[4,5-h]isochromen-5-yl acetate). Isolated yield 42.8%. RXN SMILES: [CH3:1][C:2]([O:4][C@H:5]1[C:14]2[C@@:15]3([CH3:30])[C@@H:26]([CH2:27][O:28][CH3:29])[O:25][C:23](=[O:24])[C:17]4=[CH:18][O:19][C:20]([C:21](=[O:22])[C:13]=2[C@@H:8]2[CH2:9][CH2:10][C@H:11]([OH:12])[C@@:7]2([CH3:31])[CH2:6]1)=[C:16]34)=[O:3].[NH2:32][C:33]1[CH:38]=[CH:37][CH:36]=[CH:35][CH:34]=1>C(Cl)Cl>[C:2]([O:4][C@H:5]1[C:14]2[C@:15]3([CH3:30])[C:16](/[C:17](=[CH:18]\[NH:32][C:33]4[CH:38]=[CH:37][CH:36]=[CH:35][CH:34]=4)/[C:23](=[O:24])[O:25][C@@H:26]3[CH2:27][O:28][CH3:29])=[C:20]([OH:19])[C:21](=[O:22])[C:13]=2[C@H:8]2[C@@:7]([CH3:31])([C@@H:11]([OH:12])[CH2:10][CH2:9]2)[CH2:6]1)(=[O:3])[CH3:1]. Reported procedure: To a solution of 50 mg (0.116 mmol) 17-hydroxywortmannin in 1 mL CH2Cl2 is added 26.2 mL (0.287 mmol) aniline. The reaction mixture is stirred at room temperature for 1 week and then concentrated in vacuo. The residue is dissolved in EtOAc and triturated with hexane to give a yellow powder. The yellow powder is purified by silica gel chromatography, (hexane/EtOAc) to give an oil. The oil is triturated with hexane to give 26 mg (42.8%) product as an orange powder. HRMS (ESI) m/z calcd for C29H33N... The reactants are CCSC1=CCC2C3CCC4=CC(=O)C=CC4(C)C3(F)C(OC(C)=O)CC12C, CCCCCC, ClC(Cl)Cl, ClCCl, Sc1ccccc1. The product is CCSC1(Sc2ccccc2)CCC2C3CCC4=CC(=O)C=CC4(C)C3(F)C(OC(C)=O)CC21C. As a reaction SMILES: [C:1]([CH3:2])(=[O:3])[O:4][CH:5]1[C:6]2([F:28])[C:7]3([CH3:27])[CH:8]=[CH:9][C:10](=[O:26])[CH:11]=[C:12]3[CH2:13][CH2:14][CH:15]2[CH:16]2[CH2:17][CH:18]=[C:19]([S:23][CH2:24][CH3:25])[C:20]2([CH3:21])[CH2:22]1.[CH3:39][CH2:40][CH2:41][CH2:42][CH2:43][CH3:44].[CH:45]([Cl:46])([Cl:47])[Cl:48].[Cl:36][CH2:37][Cl:38].[SH:29][c:30]1[cH:31][cH:32][cH:33][cH:34][cH:35]1>>[C:1]([CH3:2])(=[O:3])[O:4][CH:5]1[C:6]2([F:28])[C:7]3([CH3:27])[CH:8]=[CH:9][C:10](=[O:26])[CH:11]=[C:12]3[CH2:13][CH2:14][CH:15]2[CH:16]2[CH2:17][CH2:18][C:19]([S:23][CH2:24][CH3:25])([S:29][c:30]3[cH:31][cH:32][cH:33][cH:34][cH:35]3)[C:20]2([CH3:21])[CH2:22]1. Yields the product NC1=NC=CC(=C1Cl)C#N (2-Amino-3-chloro-4-cyanopyridine). Starting materials: ClC=1C(=CC=2N(C1)C(=C(N2)C(F)(F)F)CC2CCC(CC2)(F)F)C(=O)NC2=CC=CC=C2 (6-Chloro-3-(4,4-difluorocyclohexylmethyl)-N-phenyl-2-trifluoromethylimidazo[1,2-a]pyridine-7-carboxamide), ClC=1C(=CC=2N(C1)C(=C(N2)C(F)(F)F)CC2CCC(CC2)(F)F)C(=O)O (6-chloro-3-(4,4-difluorocyclohexylmethyl)-2-trifluoromethylimidazo[1,2-a]pyridine-7-carboxylic acid), NC1=CC=CC=C1 (aniline). Reaction SMILES: Cl[C:2]1[C:3]([C:24]([NH:26]C2C=CC=CC=2)=O)=[CH:4][C:5]2[N:6](C(CC3CCC(F)(F)CC3)=C(C(F)(F)F)[N:10]=2)[CH:7]=1.[Cl:33]C1C(C(O)=O)=CC2N(C(CC3CCC(F)(F)CC3)=C(C(F)(F)F)N=2)C=1.NC1C=CC=CC=1>>[NH2:10][C:5]1[C:4]([Cl:33])=[C:3]([C:24]#[N:26])[CH:2]=[CH:7][N:6]=1. Procedure: Compound 107 (40.9 mg, yield 69%) was obtained in the same manner as in step 4 of Example 21, using 6-chloro-3-(4,4-difluorocyclohexylmethyl)-2-trifluoromethylimidazo[1,2-a]pyridine-7-carboxylic acid obtained in step 3, and aniline. The reactants are [Br-].[Br-].[Br-].C1(=CC=CC=C1)[N+](C)(C)C.C1(=CC=CC=C1)[N+](C)(C)C.C1(=CC=CC=C1)[N+](C)(C)C (Phenyl trimethylammonium tribromide), COC(=O)C=1SC=CC1N (Methyl-3-amino-2-thiophene carboxylate), C([O-])([O-])=O.[Ca+2] (calcium carbonate). The solvent is CO (methanol), C(Cl)Cl (methylene chloride). Conditions: time 8 hour. Yields the product NC1=C(SC(=C1)Br)C(=O)OC (methyl 3-amino-5-bromothiophene-2-carboxylate). Isolated yield 57.2%. RXN SMILES: [CH3:1][O:2][C:3]([C:5]1[S:6][CH:7]=[CH:8][C:9]=1[NH2:10])=[O:4].[Br-:11].[Br-].[Br-].C1([N+](C)(C)C)C=CC=CC=1.C1([N+](C)(C)C)C=CC=CC=1.C1([N+](C)(C)C)C=CC=CC=1.C(=O)([O-])[O-].[Ca+2]>C(Cl)Cl.CO>[NH2:10][C:9]1[CH:8]=[C:7]([Br:11])[S:6][C:5]=1[C:3]([O:2][CH3:1])=[O:4] |f:1.2.3.4.5.6,7.8|. Procedure details: Methyl-3-amino-2-thiophene carboxylate (1 eq. 25 g) was dissolved in 250 ml methylene chloride and 250 ml of methanol. Phenyl trimethylammonium tribromide (3 eq. 180 g) was added followed by calcium carbonate (4 eq. 63.75 g) and the reaction was left stirring at room temperature overnight. The calcium carbonate was filtered off and the filtrate concentrated down and water (750 ml) was added followed by ethyl acetate (1 L). The ethyl acetate layer was washed with more water, sodium thiosulfate, s...